This data is from the Open Reaction Database (ORD), a public repository of structured organic reaction records. The task is: describe an organic reaction: reactants, conditions, products, and yield Starting materials: ClC=1C2=C(N=CN1)OC(=C2C2=CC=C(C=C2)OC)C2=CC=CC=C2 (4-chloro-5-(4-methoxyphenyl)-6-phenylfuro[2,3-d]pyrimidine), Cl (hydrochloric acid), [OH-].[Na+] (sodium hydroxide), C[C@H]([C@@H](C)O)O ((2R,3R)-butane-2,3-diol). Reagents/catalysts: S(=O)(=O)(O)[O-].C(CCC)[N+](CCCC)(CCCC)CCCC (tetra-n-butylammonium hydrogensulphate). Solvent: C1(=CC=CC=C1)C (toluene), COCCOC (1,2-dimethoxyethane), O (water). Reaction conditions: temperature 70 celsius, time 17 hour. The product is COC1=CC=C(C=C1)C1=C(OC=2N=CN=C(C21)O[C@@H]([C@@H](C)O)C)C2=CC=CC=C2 ((2R,3R)-3-{[5-(4-Methoxyphenyl)-6-phenylfuro[2,3-d]pyrimidin-4-yl]oxy}butan-2-ol). RXN SMILES: [OH-].[Na+].[CH3:3][C@@H:4]([OH:8])[C@H:5]([OH:7])[CH3:6].Cl[C:10]1[C:11]2[C:18]([C:19]3[CH:24]=[CH:23][C:22]([O:25][CH3:26])=[CH:21][CH:20]=3)=[C:17]([C:27]3[CH:32]=[CH:31][CH:30]=[CH:29][CH:28]=3)[O:16][C:12]=2[N:13]=[CH:14][N:15]=1.Cl>C1(C)C=CC=CC=1.COCCOC.O.S([O-])(O)(=O)=O.C([N+](CCCC)(CCCC)CCCC)CCC>[CH3:26][O:25][C:22]1[CH:21]=[CH:20][C:19]([C:18]2[C:11]3[C:10]([O:7][C@H:5]([CH3:6])[C@H:4]([OH:8])[CH3:3])=[N:15][CH:14]=[N:13][C:12]=3[O:16][C:17]=2[C:27]2[CH:28]=[CH:29][CH:30]=[CH:31][CH:32]=2)=[CH:24][CH:23]=1 |f:0.1,8.9|. Procedure: Add 2.4 ml of a 12.5 N sodium hydroxide solution to a solution of 1.34 g (14.8 mmol) (2R,3R)-butane-2,3-diol in 20 ml toluene, 7 ml 1,2-dimethoxyethane and 7 ml water at 70° C. After adding 101 mg (0.30 mmol) tetra-n-butylammonium hydrogensulphate and 1.00 g (2.97 mmol) 4-chloro-5-(4-methoxyphenyl)-6-phenylfuro[2,3-d]pyrimidine, stir the reaction mixture for 17 h at 70° C. After cooling to room temperature, adjust to pH 7 with concentrated hydrochloric acid. Extract three times with 50 ml dichlo... As a reaction SMILES: [C:1]([CH3:2])([CH3:3])([CH3:4])[O:5][C:6](=[O:7])[NH:8][c:9]1[n:10][o:11][c:12]2[c:13]1[cH:14][c:15]([CH2:18][N:19]1[C:20](=[O:21])[c:22]3[c:23]([cH:24][cH:25][cH:26][cH:27]3)[C:28]1=[O:29])[cH:16][cH:17]2.[CH2:42]([OH:43])[CH2:44][CH2:45][CH3:46].[CH3:36][CH2:37][O:38][C:39]([CH3:40])=[O:41].[Cl:33][CH2:34][Cl:35].[NH2:31][NH2:32].[OH2:30]>>[C:1]([CH3:2])([CH3:3])([CH3:4])[O:5][C:6](=[O:7])[NH:8][c:9]1[n:10][o:11][c:12]2[c:13]1[cH:14][c:15]([CH2:18][NH2:19])[cH:16][cH:17]2. Reactants: CC(C)(C)OC(=O)Nc1noc2ccc(CN3C(=O)c4ccccc4C3=O)cc12, CCCCO, CCOC(C)=O, ClCCl, NN, O. The product is CC(C)(C)OC(=O)Nc1noc2ccc(CN)cc12. The reactants are Br, c1ccc2c(c1)CNC2, CCC(=O)O, Oc1ccccc1, Cc1ccc(S(=O)(=O)N2Cc3cccc(Cl)c3C2)cc1. Product: Clc1cccc2c1CNC2. RXN SMILES: [BrH:37].[CH2:1]1[c:2]2[c:3]([cH:4][cH:5][cH:6][cH:7]2)[CH2:8][NH:9]1.[CH3:38][CH2:39][C:40](=[O:41])[OH:42].[OH:30][c:31]1[cH:32][cH:33][cH:34][cH:35][cH:36]1.[c:10]1([CH3:11])[cH:12][cH:13][c:14]([S:15](=[O:16])(=[O:17])[N:19]2[CH2:20][c:21]3[cH:22][cH:23][cH:24][c:25]([Cl:28])[c:26]3[CH2:27]2)[cH:18][cH:29]1>>[NH:19]1[CH2:20][c:21]2[cH:22][cH:23][cH:24][c:25]([Cl:28])[c:26]2[CH2:27]1. Starting materials: C1CCOC1, CC#N, COC(=O)C(C)(CF)CF, [H-], [Na+]. Product: CC(CF)(CF)C(=O)CC#N. Reaction SMILES: [CH2:16]1[O:17][CH2:18][CH2:19][CH2:20]1.[CH3:13][C:14]#[N:15].[F:1][CH2:2][C:3]([C:4](=[O:5])[O:6][CH3:7])([CH3:8])[CH2:9][F:10].[H-:12].[Na+:11]>>[F:1][CH2:2][C:3]([C:4](=[O:5])[CH2:13][C:14]#[N:15])([CH3:8])[CH2:9][F:10]. Reactants: O=C([O-])[O-], CC(C)=O, ClCCN1CCOCC1, Cl, [I-], [K+], [K+], [Na+], [Na+], [OH-], Cc1ccc(C(=O)O)cc1-n1ccc2ccc(O)cc2c1=O. The product is Cc1ccc(C(=O)O)cc1-n1ccc2ccc(OCCN3CCOCC3)cc2c1=O. As a reaction SMILES: [C:25](=[O:26])([O-:27])[O-:28].[CH3:43][C:44](=[O:45])[CH3:46].[Cl:32][CH2:33][CH2:34][N:35]1[CH2:36][CH2:37][O:38][CH2:39][CH2:40]1.[ClH:31].[I-:24].[K+:29].[K+:30].[Na+:23].[Na+:42].[OH-:41].[OH:1][c:2]1[cH:3][cH:4][c:5]2[cH:6][cH:7][n:8](-[c:13]3[cH:14][c:15]([C:16](=[O:17])[OH:18])[cH:19][cH:20][c:21]3[CH3:22])[c:9](=[O:12])[c:10]2[cH:11]1>>[O:1]([c:2]1[cH:3][cH:4][c:5]2[cH:6][cH:7][n:8](-[c:13]3[cH:14][c:15]([C:16](=[O:17])[OH:18])[cH:19][cH:20][c:21]3[CH3:22])[c:9](=[O:12])[c:10]2[cH:11]1)[CH2:33][CH2:34][N:35]1[CH2:36][CH2:37][O:38][CH2:39][CH2:40]1. Starting materials: C(C)[S-].[Na+] (sodium ethanethiolate), IC=1C=CC=C2C=CC(=CC12)S(=O)(=O)N (8-iodonaphthalene-2-sulfonamide), IC=1C=CC=C2C=CC(=CC12)S(=O)(=O)N (8-iodonaphthalene-2-sulfonamide), C(C)[S-].[Na+] (sodium ethanethiolate). The reagents and catalysts are C1=CC=C(C=C1)P([C-]2C=CC=C2)C3=CC=CC=C3.C1=CC=C(C=C1)P([C-]2C=CC=C2)C3=CC=CC=C3.Cl[Pd]Cl.[Fe+2] ([1,1′-bis(diphenylphosphino)ferrocene]dichloropalladium(II)), C1=CC=C(C=C1)P([C-]2C=CC=C2)C3=CC=CC=C3.C1=CC=C(C=C1)P([C-]2C=CC=C2)C3=CC=CC=C3.Cl[Pd]Cl.[Fe+2] ([1,1′-bis(diphenylphosphino)ferrocene]dichloropalladium(II)). The solvent is CN(C)C=O (DMF), [Li+].[Cl-] (LiCl). Conditions: temperature 50 celsius. The product is C(C)SC=1C=CC=C2C=CC(=CC12)S(=O)(=O)N (8-(Ethylthio)naphthalene-2-sulfonamide). The yield is 29.9%. As a reaction SMILES: I[C:2]1[CH:3]=[CH:4][CH:5]=[C:6]2[C:11]=1[CH:10]=[C:9]([S:12]([NH2:15])(=[O:14])=[O:13])[CH:8]=[CH:7]2.[CH2:16]([S-:18])[CH3:17].[Na+]>CN(C=O)C.[Li+].[Cl-].C1C=CC(P(C2C=CC=CC=2)[C-]2C=CC=C2)=CC=1.C1C=CC(P(C2C=CC=CC=2)[C-]2C=CC=C2)=CC=1.Cl[Pd]Cl.[Fe+2]>[CH2:16]([S:18][C:2]1[CH:3]=[CH:4][CH:5]=[C:6]2[C:11]=1[CH:10]=[C:9]([S:12]([NH2:15])(=[O:14])=[O:13])[CH:8]=[CH:7]2)[CH3:17] |f:1.2,4.5,6.7.8.9|. Procedure: A solution of 8-iodonaphthalene-2-sulfonamide (Intermediate 7, 100 mg, 0.30 mmol), [1,1′-bis(diphenylphosphino)ferrocene]dichloropalladium(II) (12 mg, 0.015 mmol) and sodium ethanethiolate (50 mg, 0.60 mmol) in DMF (2 mL) was purged with argon. The reaction mixture was heated to 50° C. for 12 h. Additional sodium ethanethiolate (25 mg, 0.30 mmol) and [1,1′-bis(diphenylphosphino)ferrocene]dichloropalladium(II) (240 mg, 0.30 mmol) were added, and the reaction mixture was heated at 125° C. for 12 h... The reactants are BrC1=CC(=C(C=C1)C1C(N(C2=CC=CC=C12)CC=1OC(=CC1)C(F)(F)F)=O)O (3-(4-bromo-2-hydroxyphenyl)-1-{[5-(trifluoromethyl)furan-2-yl]methyl}-1,3-dihydro-2H-indol-2-one), ClCI (chloroiodomethane), C([O-])([O-])=O.[Cs+].[Cs+] (cesium carbonate). Run in O1CCCC1 (tetrahydrofuran). Run at time 16 hour. Yields the product BrC1=CC2=C(C=C1)C1(C(N(C3=CC=CC=C13)CC=1OC(=CC1)C(F)(F)F)=O)CO2 (6-bromo-1′-{[5-(trifluoromethyl)furan-2-yl]methyl}spiro[1-benzofuran-3,3′-indol]-2′(1′H)-one). The yield is 78.5%. As a reaction SMILES: [Br:1][C:2]1[CH:7]=[CH:6][C:5]([CH:8]2[C:16]3[C:11](=[CH:12][CH:13]=[CH:14][CH:15]=3)[N:10]([CH2:17][C:18]3[O:19][C:20]([C:23]([F:26])([F:25])[F:24])=[CH:21][CH:22]=3)[C:9]2=[O:27])=[C:4]([OH:28])[CH:3]=1.Cl[CH2:30]I.C(=O)([O-])[O-].[Cs+].[Cs+]>O1CCCC1>[Br:1][C:2]1[CH:7]=[CH:6][C:5]2[C:8]3([CH2:30][O:28][C:4]=2[CH:3]=1)[C:16]1[C:11](=[CH:12][CH:13]=[CH:14][CH:15]=1)[N:10]([CH2:17][C:18]1[O:19][C:20]([C:23]([F:26])([F:25])[F:24])=[CH:21][CH:22]=1)[C:9]3=[O:27] |f:2.3.4|. Procedure details: To a stirred solution of 3-(4-bromo-2-hydroxyphenyl)-1-{[5-(trifluoromethyl)furan-2-yl]methyl}-1,3-dihydro-2H-indol-2-one (4.3 g, 9.5 mmol), chloroiodomethane (1.8 mL, 25.3 mmol) in tetrahydrofuran (100 mL) was added cesium carbonate (9.9 g, 30.5 mmol) under Argon. The mixture was stirred at ambient temperature for 16 h, then filtered through a pad of celite. The filtrate was concentrated under vacuum. The residue was treated with diethyl ether/hexanes to afford 6-bromo-1′-{[5-(trifluoromethyl)f... Starting materials: N1=CC=CC=C1 (pyridine), C1=CC=C(C(=C1)C(=O)[O-])C(=O)O[O-].[Mg+2] (MMPP). The solvent is C(Cl)Cl.CO (CH2Cl2 MeOH). Reaction conditions: time 5 hour. Product: [N+]1(=CC=CC=C1)[O-].C(N)(O)=O (carbamate pyridine-N-oxide). Reaction SMILES: [N:1]1[CH:6]=[CH:5][CH:4]=[CH:3][CH:2]=1.C1C=C([C:13]([O-:15])=[O:14])C(C(O[O-])=O)=CC=1.[Mg+2]>C(Cl)Cl.CO>[N+:1]1([O-:14])[CH:6]=[CH:5][CH:4]=[CH:3][CH:2]=1.[C:13](=[O:14])([OH:15])[NH2:1] |f:1.2,3.4,5.6|. Procedure details: To a solution of pyridine from Step 5 above (3.74 g, 5.66 mmol) in a CH2Cl2 MeOH mixture (180 mL/18 mL) was added 4.2 g (8.55 mmol) of MMPP in one portion. The resulting solution was stirred at room temperature for 5 h and purified directly by flash chromatography on silica gel (Gradient 100% CH2Cl2to 5% MeOH/CH2Cl2 to 5% (10% NH4OH/MeOH)/CH2Cl2) to afford 4 g of contaminated carbamate pyridine-N-oxide. RXN SMILES: [C:1]([N:5]([C:2](=[O:3])[O-:4])[CH:9]([CH3:10])[c:11]1[n:12][cH:13][c:14]([CH:17]2[CH2:18][CH2:19]2)[cH:15][cH:16]1)([CH3:6])([CH3:7])[CH3:8].[Cl:27][CH2:28][Cl:29].[ClH:20].[O:21]1[CH2:22][CH2:23][O:24][CH2:25][CH2:26]1>>[ClH:20].[NH2:5][CH:9]([CH3:10])[c:11]1[n:12][cH:13][c:14]([CH:17]2[CH2:18][CH2:19]2)[cH:15][cH:16]1. Product: Cl, CC(N)c1ccc(C2CC2)cn1. The reactants are CC(c1ccc(C2CC2)cn1)N(C(=O)[O-])C(C)(C)C, ClCCl, Cl, C1COCCO1.